Dataset: the Open Reaction Database (ORD), a public repository of structured organic reaction records. Task: describe an organic reaction: reactants, conditions, products, and yield The reactants are C=CCOC1CCN(C(=O)OC(C)(C)C)CC1, O=C[O-], [NH4+]. As a reaction SMILES: [C:1]([CH3:2])([CH3:3])([CH3:4])[O:5][C:6](=[O:7])[N:8]1[CH2:9][CH2:10][CH:11]([O:14][CH2:15][CH:16]=[CH2:17])[CH2:12][CH2:13]1.[CH:18]([O-:19])=[O:20].[NH4+:21]>>[C:1]([CH3:2])([CH3:3])([CH3:4])[O:5][C:6](=[O:7])[N:8]1[CH2:9][CH2:10][CH:11]([O:14][CH2:15][CH2:16][CH3:17])[CH2:12][CH2:13]1. Product: CCCOC1CCN(C(=O)OC(C)(C)C)CC1. The reactants are ( s ), COC=CC(C)=O (4-methoxy-3-buten-2-one), COC(CS)OC (2-mercaptoacetaldehyde dimethyl acetal), C(=O)([O-])[O-].[K+].[K+] (K2CO3), CO (methanol). Solvent: O (water), O1CCCC1.CCOCC (tetrahydrofuran ether). The product is COC(CSCCC(C)=O)(OC)OC (1-Methoxy-3-oxo-butylmercaptoacetaldehyde Dimethyl Acetal). As a reaction SMILES: CO[CH:3]=[CH:4][C:5](=[O:7])[CH3:6].[C:8]([O-])([O-])=[O:9].[K+].[K+].CO.[CH3:16][O:17][CH:18]([O:21][CH3:22])[CH2:19][SH:20]>O1CCCC1.CCOCC.O>[CH3:16][O:17][C:18]([O:9][CH3:8])([O:21][CH3:22])[CH2:19][S:20][CH2:3][CH2:4][C:5](=[O:7])[CH3:6] |f:1.2.3,6.7|. Procedure details: To a solution of 2.3 g. (18.9 mmol) of 4-methoxy-3-buten-2-one and 50 mg. K2CO3 in 15 ml. of methanol was added 1.88 g. (18.9 mmol) of 2-mercaptoacetaldehyde dimethyl acetal and the reaction mixture heated to reflux for 10 minutes. On cooling, the methanol was removed by rotatory evaporation, 25 ml. of ether was added and the solution was extracted with water, brine, and dried over anhydrous magnesium sulfate. Filtration and removal of solvent afforded 2.95 g. (70%) of water white oil homogeneou... The reactants are C(=O)C1=CC2=CC3=C(C=C2[C@@H]([C@H]1CO[Si](C(C)C)(C(C)C)C(C)C)O)OCO3 ((3R,4R)-2-Formyl-4-hydroxy-6,7-(methylenedioxy)-3-triisopropylsilyloxymethyl-3,4-dihydronaphthalene), N1C=NC=C1 (imidazole), [O-]Cl=O.[Na+] (NaClO2), NaH2PO4, O (water), O (Water). Run in CN(C)C=O (DMF). Reaction conditions: time 8 hour. The product is C1OC=2C=C3[C@@H]([C@H](C(=CC3=CC2O1)C(=O)O)CO[Si](C(C)C)(C(C)C)C(C)C)O[Si](CC)(CC)CC ((3R,4R)-6,7-Methylenedioxy-4-triethylsilyloxy-3-triisopropylsilyloxymethyl-3,4-dihydronaphthalene-2-carboxylic acid). Yield: 85.0%. As a reaction SMILES: [CH:1]([C:3]1[C@H:12]([CH2:13][O:14][Si:15]([CH:22]([CH3:24])[CH3:23])([CH:19]([CH3:21])[CH3:20])[CH:16]([CH3:18])[CH3:17])[C@@H:11]([OH:25])[C:10]2[C:5](=[CH:6][C:7]3[O:28][CH2:27][O:26][C:8]=3[CH:9]=2)[CH:4]=1)=[O:2].N1[CH:33]=[CH:32]N=C1.[O-]Cl=O.[Na+].[OH2:38]>CN(C=O)C>[CH2:27]1[O:28][C:7]2[CH:6]=[C:5]3[C:10]([C@H:11]([O:25][Si:15]([CH2:32][CH3:33])([CH2:19][CH3:20])[CH2:16][CH3:17])[C@@H:12]([CH2:13][O:14][Si:15]([CH:16]([CH3:18])[CH3:17])([CH:22]([CH3:24])[CH3:23])[CH:19]([CH3:20])[CH3:21])[C:3]([C:1]([OH:38])=[O:2])=[CH:4]3)=[CH:9][C:8]=2[O:26]1 |f:2.3|. Procedure details: To a solution of aldehyde 11 (900 mg, 2.25 mmol) in DMF (20 mL) was added TESCI (715 JtL, 3.38 mmol) and imidazole (460 mg, 6.75 mmol) at 0° C. and the reaction mixture was allowed to warm to r.t. overnight. Water was added and the product was extracted with Et20, the organic layer dried over MgSO4 and evaporated. The residue was then dissolved in t-BuOH (40 mL) and 2-methyl-2-butene (12 mL). A solution of NaClO2 (1.81 g, 20 mmol) and NaH2PO4 (1.93 g) in water (20 mL) was added and the mixture w... The reactants are [Al+3], COc1ccc2c(c1)C(c1ccncc1)=Nc1cc(Cl)ccc1O2, [H-], [H-], [H-], [H-], [Li+], O. Yields the product COc1ccc2c(c1)C(c1ccncc1)Nc1cc(Cl)ccc1O2. As a reaction SMILES: [Al+3:26].[Cl:1][c:2]1[cH:3][c:4]2[c:5]([cH:23][cH:24]1)[O:6][c:7]1[c:8]([cH:17][c:18]([O:21][CH3:22])[cH:19][cH:20]1)[C:9]([c:11]1[cH:12][cH:13][n:14][cH:15][cH:16]1)=[N:10]2.[H-:25].[H-:28].[H-:29].[H-:30].[Li+:27].[OH2:31]>>[Cl:1][c:2]1[cH:3][c:4]2[c:5]([cH:23][cH:24]1)[O:6][c:7]1[c:8]([cH:17][c:18]([O:21][CH3:22])[cH:19][cH:20]1)[CH:9]([c:11]1[cH:12][cH:13][n:14][cH:15][cH:16]1)[NH:10]2. Product: CCCn1c(=O)c2c(N)n(CCCl)nc2n(Cc2ccccc2)c1=O. The reactants are O=C([O-])[O-], ClCCBr, [K+], [K+], CCCn1c(=O)c2c(N)n[nH]c2n(Cc2ccccc2)c1=O, CN(C)C=O. Reaction SMILES: [C:27](=[O:28])([O-:29])[O-:30].[Cl:23][CH2:24][CH2:25][Br:26].[K+:31].[K+:32].[NH2:1][c:2]1[n:3][nH:4][c:5]2[n:6]([CH2:16][c:17]3[cH:18][cH:19][cH:20][cH:21][cH:22]3)[c:7](=[O:15])[n:8]([CH2:12][CH2:13][CH3:14])[c:9](=[O:11])[c:10]12.[O:33]=[CH:34][N:35]([CH3:36])[CH3:37]>>[NH2:1][c:2]1[n:3]([CH2:25][CH2:24][Cl:23])[n:4][c:5]2[n:6]([CH2:16][c:17]3[cH:18][cH:19][cH:20][cH:21][cH:22]3)[c:7](=[O:15])[n:8]([CH2:12][CH2:13][CH3:14])[c:9](=[O:11])[c:10]12. Starting materials: C(C)(C)(C)OC(C1=C(C=CC(=C1)C)NC=1C=NC(=CC1)N1CCOCC1)=O (5-methyl-2-(6-morpholinopyridin-3-ylamino)benzoate tert-butyl ester), C(=O)(C(F)(F)F)O (TFA). Product: CC=1C=CC(=C(C(=O)O)C1)NC=1C=NC(=CC1)N1CCOCC1 (5-Methyl-2-(6-morpholinopyridin-3-ylamino)benzoic acid). As a reaction SMILES: C([O:5][C:6](=[O:27])[C:7]1[CH:12]=[C:11]([CH3:13])[CH:10]=[CH:9][C:8]=1[NH:14][C:15]1[CH:16]=[N:17][C:18]([N:21]2[CH2:26][CH2:25][O:24][CH2:23][CH2:22]2)=[CH:19][CH:20]=1)(C)(C)C.C(O)(C(F)(F)F)=O>>[CH3:13][C:11]1[CH:10]=[CH:9][C:8]([NH:14][C:15]2[CH:16]=[N:17][C:18]([N:21]3[CH2:26][CH2:25][O:24][CH2:23][CH2:22]3)=[CH:19][CH:20]=2)=[C:7]([CH:12]=1)[C:6]([OH:27])=[O:5]. Procedure details: A solution of 5-methyl-2-(6-morpholinopyridin-3-ylamino)benzoate tert-butyl ester in TFA (0.6 ml, 7.58 mmol) was stirred at room temperature for 1 hour. The solvent was evaporated and the residue was triturated in diethyl ether. The solid formed was filtered off to afford 0.047 g (73% of yield) of the expected product. Starting materials: C1(=CC=CC=C1)P(=O)(C1=CC=CC=C1)OC=1[C@@H]([C@@H]2N(C1C(=O)OCC1=CC=C(C=C1)[N+](=O)[O-])C([C@@H]2[C@@H](C)O)=O)C (p-nitrobenzyl (1R,5S,6S)-2-(diphenylphosphoryloxy)-6-[(R)-1-hydroxyethyl]-1-methylcarbapen-2-em-3-carboxylate), C(C)(C)N(CC)C(C)C (diisopropylethylamine), C(O)([O-])=O.[Na+] (sodium hydrogencarbonate), C(C)(=O)SC1CN(C1)C=1SC=C(N1)C(N(C(C)C)CC#N)=O (3-acetylthio-1-[4-(N-cyanomethyl-N-isopropyl-carbamoyl)-1,3-thiazol-2-yl]azetidine), C(C)(=O)O.NN (hydrazine acetate). Run in C(C)#N (acetonitrile), C(C)(=O)OCC (ethyl acetate), CN(C=O)C (dimethylformamide), C(C)(=O)OCC (ethyl acetate). Yield: 37.9%. Conditions: time 1 hour. Reported procedure: To a solution of 3-acetylthio-1-[4-(N-cyanomethyl-N-isopropyl-carbamoyl)-1,3-thiazol-2-yl]azetidine (344 mg, 1.01 mmol) (obtained as described in Reference Example 50) in dimethylformamide (1 0 ml) was added hydrazine acetate (112 mg, 1.22 mmol) at room temperature under an atmosphere of nitrogen and the mixture was stirred for 1 hour. After checking the completion of the reaction, a solution of p-nitrobenzyl (1R,5S,6S)-2-(diphenylphosphoryloxy)-6-[(R)-1-hydroxyethyl]-1-methylcarbapen-2-em-3-car... RXN SMILES: C([S:4][CH:5]1[CH2:8][N:7]([C:9]2[S:10][CH:11]=[C:12]([C:14](=[O:22])[N:15]([CH2:19][C:20]#[N:21])[CH:16]([CH3:18])[CH3:17])[N:13]=2)[CH2:6]1)(=O)C.C(O)(=O)C.NN.C1(P(O[C:44]2[C@H:45]([CH3:68])[C@H:46]3[C@@H:63]([C@H:64]([OH:66])[CH3:65])[C:62](=[O:67])[N:47]3[C:48]=2[C:49]([O:51][CH2:52][C:53]2[CH:58]=[CH:57][C:56]([N+:59]([O-:61])=[O:60])=[CH:55][CH:54]=2)=[O:50])(C2C=CC=CC=2)=O)C=CC=CC=1.C(N(C(C)C)CC)(C)C.C(=O)([O-])O.[Na+]>CN(C)C=O.C(#N)C.C(OCC)(=O)C>[C:20]([CH2:19][N:15]([CH:16]([CH3:18])[CH3:17])[C:14]([C:12]1[N:13]=[C:9]([N:7]2[CH2:6][CH:5]([S:4][C:44]3[C@H:45]([CH3:68])[C@@H:46]4[C@@H:63]([C@H:64]([OH:66])[CH3:65])[C:62](=[O:67])[N:47]4[C:48]=3[C:49]([O:51][CH2:52][C:53]3[CH:54]=[CH:55][C:56]([N+:59]([O-:61])=[O:60])=[CH:57][CH:58]=3)=[O:50])[CH2:8]2)[S:10][CH:11]=1)=[O:22])#[N:21] |f:1.2,5.6|. The product is C(#N)CN(C(=O)C=1N=C(SC1)N1CC(C1)SC=1[C@@H]([C@H]2N(C1C(=O)OCC1=CC=C(C=C1)[N+](=O)[O-])C([C@@H]2[C@@H](C)O)=O)C)C(C)C (p-nitrobenzyl (1R,5S,6S)-2-{1-[4-(N-cyanomethyl-N-isopropyl-carbamoyl)-1,3-thiazol-2-yl]azetidin-3-yl}thio-6-[(R)-1-hydroxyethyl]-1-methylcarbapen-2-em-3-carboxylate). The reactants are (R, S)-1-Phenylethanol, C(C)(=O)OC(=C)C (isopropenyl acetate), CCCCCC (n-hexane). Reaction conditions: temperature 25 celsius, time 4 hour. The product is C1(=CC=CC=C1)[C@H](C)O ((S)-1-phenylethanol). Yield: 100.0%. Reaction SMILES: C([O:4][C:5]([CH3:7])=[CH2:6])(=O)C.[CH3:8][CH2:9][CH2:10][CH2:11][CH2:12]C>>[C:7]1([C@@H:5]([OH:4])[CH3:6])[CH:12]=[CH:11][CH:10]=[CH:9][CH:8]=1. Procedure: (R, S)-1-Phenylethanol (0.244 gram, 2 mmol) and isopropenyl acetate (0.2 gram, 2 mmol) were dissolved in 10 ml of n-hexane dried in advance on Molecular Sieve 4A for one day. To the resulting solution was added 1 gram of an enzyme (Amano P: Product of Amano Seiyaku K. K.), and the mixture was stirred at 25° C. and 150 r.p.m. for 4 hours. The reaction mixture was filtered, and the filtrate was subjected to HPLC using an optically active column. (S)-1-phenylethanol was obtained in an optical purit... The reactants are COC1=C(CNC(NC(=S)N)=N)C(=CC=C1)OC (N-[[(2,6-dimethoxybenzyl)amino](imino)methyl]thiourea), FC(C1=CC=C(C(CBr)=O)C=C1)(F)F (4-(trifluoromethyl)phenacyl bromide), C(C)(=O)O (acetic acid). Run in O1CCOCC1 (dioxane). Yields the product COC1=C(CNC(=N)NC=2SC=C(N2)C2=CC=C(C=C2)C(F)(F)F)C(=CC=C1)OC (N-(2,6-dimethoxybenzyl)-N′-{4-[4-(trifluoromethyl)phenyl]-1,3-thiazole-2-yl}guanidine). Yield: 52.9%. RXN SMILES: [CH3:1][O:2][C:3]1[CH:16]=[CH:15][CH:14]=[C:13]([O:17][CH3:18])[C:4]=1[CH2:5][NH:6][C:7](=[NH:12])[NH:8][C:9]([NH2:11])=[S:10].[F:19][C:20]([F:32])([F:31])[C:21]1[CH:30]=[CH:29][C:24]([C:25](=O)[CH2:26]Br)=[CH:23][CH:22]=1.C(O)(=O)C>O1CCOCC1>[CH3:18][O:17][C:13]1[CH:14]=[CH:15][CH:16]=[C:3]([O:2][CH3:1])[C:4]=1[CH2:5][NH:6][C:7]([NH:8][C:9]1[S:10][CH:26]=[C:25]([C:24]2[CH:29]=[CH:30][C:21]([C:20]([F:19])([F:31])[F:32])=[CH:22][CH:23]=2)[N:11]=1)=[NH:12]. Procedure details: Preparation took place analogously to Example 3 by reaction of 140 mg (0.52 mmol) N-[[(2,6-dimethoxybenzyl)amino](imino)methyl]thiourea with 140 mg (0.52 mmol) 4-(trifluoromethyl)phenacyl bromide. The educts were suspended in 3 ml dioxane, were added to 0.3 ml acetic acid and were heated for 40 minutes in the microwave (radiation 300 Watt). The mixture was subsequently concentrated and the crude product obtained was purified by chromatography on silica gel (dichloromethane/methanol 1-4%). Stirri... The reactants are C(C1=CC=CC=C1)OC1=C(C(=O)OCC2=CC=CC=C2)C=CC(=C1)N(C(CN(S(=O)(=O)C1=CC=C(C=C1)C)C)=O)CC1=CC=C(C=C1)C1=CC=C(C=C1)Br (benzyl 2-(benzyloxy)-4-(N((4′-bromo-[1,1′-biphenyl]-4-yl)methyl)-2-(N,4-dimethylphenylsulfonamido)acetamido)benzoate), COC(=O)C=1C=C(C=CC1)B(O)O (3-(methoxycarbonyl)phenylboronic acid). The product is C(C1=CC=CC=C1)OC=1C=C(C=CC1C(=O)OCC1=CC=CC=C1)N(C(CN(S(=O)(=O)C1=CC=C(C=C1)C)C)=O)CC=1C=C(C(=CC1)C1=CC(=CC=C1)C(=O)OC)C1=CC=CC=C1 (methyl 4′-((N-(3-(benzyloxy)-4-(benzyloxycarbonyl)phenyl)-2-(N,4-dimethylphenyl sulfonamido)acetamido)methyl)terphenyl-3-carboxylate). Yield: 38.0%. Reaction SMILES: [CH2:1]([O:8][C:9]1[CH:24]=[C:23]([N:25]([CH2:41][C:42]2[CH:47]=[CH:46][C:45](C3C=CC(Br)=CC=3)=[CH:44][CH:43]=2)[C:26](=[O:40])[CH2:27][N:28]([CH3:39])[S:29](C2C=CC(C)=CC=2)(=[O:31])=[O:30])[CH:22]=[CH:21][C:10]=1[C:11]([O:13]CC1C=CC=CC=1)=[O:12])[C:2]1[CH:7]=[CH:6][CH:5]=[CH:4][CH:3]=1.[CH3:55][O:56][C:57]([C:59]1[CH:60]=[C:61](B(O)O)[CH:62]=[CH:63][CH:64]=1)=[O:58]>>[CH2:1]([O:8][C:9]1[CH:24]=[C:23]([N:25]([CH2:41][C:42]2[CH:43]=[C:44]([C:47]3[CH:42]=[CH:43][CH:44]=[CH:45][CH:46]=3)[C:45]([C:63]3[CH:62]=[CH:61][CH:60]=[C:59]([C:57]([O:56][CH3:55])=[O:58])[CH:64]=3)=[CH:46][CH:47]=2)[C:26](=[O:40])[CH2:27][N:28]([CH3:39])[S:29]([C:5]2[CH:4]=[CH:3][C:2]([CH3:1])=[CH:7][CH:6]=2)(=[O:31])=[O:30])[CH:22]=[CH:21][C:10]=1[C:11]([O:13][CH2:11][C:10]1[CH:21]=[CH:22][CH:23]=[CH:24][CH:9]=1)=[O:12])[C:2]1[CH:7]=[CH:6][CH:5]=[CH:4][CH:3]=1. Procedure: Aryl halide 5 was coupled to 3-(methoxycarbonyl)phenylboronic acid on a 0.1 mmol scale via General Procedure H to yield 35 (39 mg, 38%): δH (400 MHz, CDCl3) 2.40 (s, 3H, CH3), 2.83 (s, 3H, CH3), 3.68 (s, 2H, CH2), 3.96 (s, 3H, CH3), 4.84 (s, 2H, CH2), 5.02 (s, 2H, CH2), 5.35 (s, 2H, CH2), 6.62 (s, 1H, CH), 6.70 (d, J=8.0 Hz, 1H, CH) 7.19 (d, J=8.0 Hz, 2H, CH), 7.26-7.34 (m, 10H, CH), 7.38-7.41 (m, 3H, CH), 7.54 (d, J=8.0 Hz, 2H, CH), 7.62 (d, J=8.4 Hz, 2H, CH), 7.68 (q, J=8.0 Hz, 4H, CH), 7.84 (...